Dataset: the Open Reaction Database (ORD), a public repository of structured organic reaction records. Task: describe an organic reaction: reactants, conditions, products, and yield Starting materials: monobrominated phenol, [Br-].[Br-].[Br-].C(C1=CC=CC=C1)[N+](C)(C)C.C(C1=CC=CC=C1)[N+](C)(C)C.C(C1=CC=CC=C1)[N+](C)(C)C (benzyltrimethylamonium tribromide), C(=O)([O-])[O-].[Ca+2] (CaCO3), ClC=1C(=C(C(=O)O)C=C(C1OC1=CC(=C(C=C1)O)C(C)C)Cl)C (3,5-dichloro-2-methyl-4-(4-hydroxy-3-isopropylphenoxy)-benzoic acid). Solvent: CO.C(Cl)Cl (MeOH CH2Cl2). Product: ClC=1C(=C(C(=O)O)C=C(C1OC1=CC(=C(C(=C1)C(C)C)O)Br)Cl)C (3,5-dichloro-2-methyl-4-(3-bromo-4-hydroxy-5-isopropylphenoxy)benzoic acid). The yield is 32.7%. RXN SMILES: [Br-:1].[Br-].[Br-].C([N+](C)(C)C)C1C=CC=CC=1.C([N+](C)(C)C)C1C=CC=CC=1.C([N+](C)(C)C)C1C=CC=CC=1.C([O-])([O-])=O.[Ca+2].[Cl:42][C:43]1[C:44]([CH3:64])=[C:45]([CH:49]=[C:50]([Cl:63])[C:51]=1[O:52][C:53]1[CH:58]=[CH:57][C:56]([OH:59])=[C:55]([CH:60]([CH3:62])[CH3:61])[CH:54]=1)[C:46]([OH:48])=[O:47]>CO.C(Cl)Cl>[Cl:42][C:43]1[C:44]([CH3:64])=[C:45]([CH:49]=[C:50]([Cl:63])[C:51]=1[O:52][C:53]1[CH:54]=[C:55]([CH:60]([CH3:61])[CH3:62])[C:56]([OH:59])=[C:57]([Br:1])[CH:58]=1)[C:46]([OH:48])=[O:47] |f:0.1.2.3.4.5,6.7,9.10|. Reported procedure: A suspension of benzyltrimethylamonium tribromide (2.2 g, 5.63 mmol) and CaCO3 (0.28 g, 2.82 mmol) was stirred for 2 hr at 20° C. in a 1:1 MeOH/CH2Cl2 solution (10 mL) containing 3,5-dichloro-2-methyl-4-(4-hydroxy-3-isopropylphenoxy)-benzoic acid (1.0 g, 2.82 mmol). Once HPLC analysis indicated that conversion to the desired monobrominated phenol was optimal, the reaction was quenched by addition of 15 mL of 1N HCl. After removal of the organic solvents under vacuum using a rotary evaporator, th... The product is CS(=O)(=O)Nc1cc(F)cc(F)c1. Reaction SMILES: [CH2:10]1[O:11][CH2:12][CH2:13][CH2:14]1.[CH3:15][S:16]([Cl:17])(=[O:18])=[O:19].[ClH:20].[F:1][c:2]1[cH:3][c:4]([NH2:5])[cH:6][c:7]([F:9])[cH:8]1.[OH2:21].[cH:22]1[cH:23][cH:24][n:25][cH:26][cH:27]1>>[F:1][c:2]1[cH:3][c:4]([NH:5][S:16]([CH3:15])(=[O:18])=[O:19])[cH:6][c:7]([F:9])[cH:8]1. Reactants: C1CCOC1, CS(=O)(=O)Cl, Cl, Nc1cc(F)cc(F)c1, O, c1ccncc1. Starting materials: C1(=CC=CC=C1)C(C#N)C (2-phenyl propionitrile), ClC=1N=NC(=CC1)Cl (3,6-dichloropyridazine), [OH-].[Na+] (sodium hydroxide). The reagents and catalysts are [Cl-].C(C)[N+](CC1=CC=CC=C1)(CC)CC (Triethyl benzyl ammonium chloride), [Cl-].C(C)[N+](CC1=CC=CC=C1)(CC)CC (triethyl benzyl ammonium chloride). Solvent: C(Cl)(Cl)Cl (chloroform). Product: ClC=1N=NC(=CC1)C(C)(C1=CC=CC=C1)C#N (3-chloro-6-(1-cyano-1-phenylethyl)pyridazine). Isolated yield 42.7%. Reaction SMILES: [C:1]1([CH:7]([CH3:10])[C:8]#[N:9])[CH:6]=[CH:5][CH:4]=[CH:3][CH:2]=1.[Cl:11][C:12]1[N:13]=[N:14][C:15](Cl)=[CH:16][CH:17]=1.[OH-].[Na+]>[Cl-].C([N+](CC)(CC)CC1C=CC=CC=1)C.C(Cl)(Cl)Cl>[Cl:11][C:12]1[N:13]=[N:14][C:15]([C:7]([C:8]#[N:9])([C:1]2[CH:6]=[CH:5][CH:4]=[CH:3][CH:2]=2)[CH3:10])=[CH:16][CH:17]=1 |f:2.3,4.5|. Procedure details: Triethyl benzyl ammonium chloride (0.25 g.) was added to a well stirred mixture of 2-phenyl propionitrile (7.2 g.) [prepared as described by a Hauser & Brasen, J.A.C.S. 78, 494 (1956], 3,6-dichloropyridazine (7.45 g.) [prepared as described by Jackiewiez et al, Acta. Polon. Pharm. 17, 355 (1960)] and 50% aqueous sodium hydroxide solution (7.5 ml.). After stirring for 30 minutes, a further quantity of triethyl benzyl ammonium chloride (0.2 g.) was added and the temperature of the mixture rose to ... Procedure details: Prepared from of 2,6-dibromo-4-(6-iodo-benzo[b]naphtho[2,3-d]thiophen-11-yl )-phenol (Example 59) and commercially available (S)-lactic acid, methyl ester. White solid: mp 129-196° C. dec; Opt. rot. [a]25/D=+4.312° (8.812 mg/mL, CHCl3); NMR (DMSO-d6); δ13.12 (broad s, 1 H), 8.12 (d, J=8, 1 Hz, 1 H), 8.06 (d, J =7 Hz, 1 H), 7.82 (q, J=Hz, 2 H), 7.75 (ddd, J=8,7, 1 Hz, 1 H), 7.62-7.49 (m, 3 H), 7.27 (ddd, J=8, 7, 1 Hz, 1 H), 6.61 (d, J=8 Hz, 1 H), 5.12 (q, J=7 Hz, 1 H), 1.63 (d, J =7 Hz, 3 H); MS ... As a reaction SMILES: [Br:1][C:2]1[CH:7]=[C:6]([C:8]2[C:17]3[C:18]4[CH:24]=[CH:23][CH:22]=[CH:21][C:19]=4[S:20][C:16]=3[C:15]([I:25])=[C:14]3[C:9]=2[CH:10]=[CH:11][CH:12]=[CH:13]3)[CH:5]=[C:4]([Br:26])[C:3]=1[OH:27].[C:28]([O:33]C)(=[O:32])[C@H:29]([CH3:31])O.BrBr>C(Cl)(Cl)Cl>[Br:26][C:4]1[CH:5]=[C:6]([C:8]2[C:17]3[C:18]4[CH:24]=[CH:23][CH:22]=[CH:21][C:19]=4[S:20][C:16]=3[C:15]([I:25])=[C:14]3[C:9]=2[CH:10]=[CH:11][CH:12]=[CH:13]3)[CH:7]=[C:2]([Br:1])[C:3]=1[O:27][C@H:29]([CH3:31])[C:28]([OH:33])=[O:32]. Run in C(Cl)(Cl)Cl (CHCl3). Reactants: 680, BrC1=C(C(=CC(=C1)C1=C2C=CC=CC2=C(C2=C1C1=C(S2)C=CC=C1)I)Br)O (2,6-Dibromo-4-(6-iodo-benzo[b]naphtho[2,3-d]thiophen-11-yl)-phenol), C([C@@H](O)C)(=O)OC ((S)-lactic acid, methyl ester), 682, BrBr (bromine), 684. The product is BrC1=C(O[C@@H](C(=O)O)C)C(=CC(=C1)C1=C2C=CC=CC2=C(C2=C1C1=C(S2)C=CC=C1)I)Br ((R)-2-[2,6-Dibromo-4-(6-iodo-benzo[b]naphtho[2,3-d]thiophen-11-yl]-phenoxy]-propionic acid). Reactants: Cc1cccc(C2SC3(CCN(C)CC3)c3ccccc32)c1, O=C(Cl)Oc1ccccc1, ClCCl. The product is Cc1cccc(C2SC3(CCN(C(=O)Oc4ccccc4)CC3)c3ccccc32)c1. As a reaction SMILES: [CH3:11][N:12]1[CH2:13][CH2:14][C:15]2([S:16][CH:17]([c:24]3[cH:25][c:26]([CH3:30])[cH:27][cH:28][cH:29]3)[c:18]3[c:19]2[cH:20][cH:21][cH:22][cH:23]3)[CH2:31][CH2:32]1.[Cl:1][C:2](=[O:3])[O:4][c:5]1[cH:6][cH:7][cH:8][cH:9][cH:10]1.[Cl:33][CH2:34][Cl:35]>>[C:2](=[O:3])([O:4][c:5]1[cH:6][cH:7][cH:8][cH:9][cH:10]1)[N:12]1[CH2:13][CH2:14][C:15]2([S:16][CH:17]([c:24]3[cH:25][c:26]([CH3:30])[cH:27][cH:28][cH:29]3)[c:18]3[c:19]2[cH:20][cH:21][cH:22][cH:23]3)[CH2:31][CH2:32]1. The reactants are BrC=1C=C(C=NC1Cl)C(=O)O (5-bromo-6-chloro-3-pyridinecarboxylic acid), NC[C@](O)(C1CC1)C ((R)-α-(aminomethyl)-α-methyl-cyclopropanemethanol), CC1=CC(=NO1)CO (5-methyl-3-isoxazolemethanol), FC1=CC=C(C=C1)B(O)O ((4-fluoro-phenyl)-boronic acid). The product is C1(CC1)[C@@](CNC(C1=CN=C(C(=C1)C1=CC=C(C=C1)F)OCC1=NOC(=C1)C)=O)(C)O (N-((R)-2-cyclopropyl-2-hydroxy-propyl)-5-(4-fluoro-phenyl)-6-(5-methyl-isoxazol-3-ylmethoxy)-nicotinamide). As a reaction SMILES: Br[C:2]1[CH:3]=[C:4]([C:9]([OH:11])=O)[CH:5]=[N:6][C:7]=1Cl.[CH3:12][C:13]1[O:17][N:16]=[C:15]([CH2:18][OH:19])[CH:14]=1.[F:20][C:21]1[CH:26]=[CH:25][C:24](B(O)O)=[CH:23][CH:22]=1.[NH2:30][CH2:31][C@@:32]([CH3:37])([CH:34]1[CH2:36][CH2:35]1)[OH:33]>>[CH:34]1([C@:32]([OH:33])([CH3:37])[CH2:31][NH:30][C:9](=[O:11])[C:4]2[CH:3]=[C:2]([C:24]3[CH:25]=[CH:26][C:21]([F:20])=[CH:22][CH:23]=3)[C:7]([O:19][CH2:18][C:15]3[CH:14]=[C:13]([CH3:12])[O:17][N:16]=3)=[N:6][CH:5]=2)[CH2:36][CH2:35]1. Reported procedure: The title compound was synthesized in analogy to Example 75, using 5-bromo-6-chloro-3-pyridinecarboxylic acid, 5-methyl-3-isoxazolemethanol, (4-fluoro-phenyl)-boronic acid and (R)-α-(aminomethyl)-α-methyl-cyclopropanemethanol as starting materials to yield N-((R)-2-cyclopropyl-2-hydroxy-propyl)-5-(4-fluoro-phenyl)-6-(5-methyl-isoxazol-3-ylmethoxy)-nicotinamide, MS (ISP) 426.1 (M+H)+. Starting materials: [Br-].[Na+] (sodium bromide), C(C(C(=O)OCC)C(=O)OCC)(C(=O)OCC)C(=O)OCC (tetraethyl ethane-1,1,2,2-tetracarboxylate), [I-].[Na+] (sodium iodide), C(=O)=O (carbon dioxide), crown ether, C(C)#N (acetonitrile). Reagents/catalysts: [Br-].C(C)[N+](CC)(CC)CC (tetraethylammonium bromide). The product is C(C(C(=O)OCC)C(=O)[O-])(C(=O)OCC)(C(=O)OCC)C(=O)OCC.[Na+] (sodium tetraethyl ethane-1,1,1,2,2-pentacarboxylate). Reaction SMILES: [I-].[Na+:2].[Br-].[Na+].[CH:5]([C:22]([O:24][CH2:25][CH3:26])=[O:23])([C:17]([O:19][CH2:20][CH3:21])=[O:18])[CH:6]([C:12]([O:14][CH2:15][CH3:16])=[O:13])[C:7]([O:9]CC)=[O:8].[C:27](=[O:29])=[O:28].[C:30](#N)[CH3:31]>[Br-].C([N+](CC)(CC)CC)C>[C:5]([C:22]([O:24][CH2:25][CH3:26])=[O:23])([C:27]([O:29][CH2:30][CH3:31])=[O:28])([C:17]([O:19][CH2:20][CH3:21])=[O:18])[CH:6]([C:7]([O-:9])=[O:8])[C:12]([O:14][CH2:15][CH3:16])=[O:13].[Na+:2] |f:0.1,2.3,7.8,9.10|. Reported procedure: It will be noted that when sodium iodide, which is soluble in acetonitrile without added crown ether, is employed instead of the mixture of tetraethylammonium bromide and sodium bromide, only one of the anionic sites in substantially all the tetraethyl ethane-1,1,2,2-tetracarboxylate dianion is utilized for proton abstraction. Thus one of the anionic sites is available for reaction with carbon dioxide to yield the sodium tetraethyl ethane-1,1,1,2,2-pentacarboxylate, which precipitates in the cat...